The task is: describe an organic reaction: reactants, conditions, products, and yield. This data is from the Open Reaction Database (ORD), a public repository of structured organic reaction records. Starting materials: BrC1=CC=C(C=N1)C(=O)N1CCC(CC1)OC1=CC=C(C=C1)C ((6-bromopyridin-3-yl)(4-p-tolyloxypiperidin-1-yl)methanone), C(C)[C@H]1NC(OC1)=O ((R)-4-ethyloxazolidin-2-one). Yields the product C(C)[C@H]1N(C(OC1)=O)C1=NC=C(C=C1)C(=O)N1CCC(CC1)OC1=CC=C(C=C1)C ((R)-4-ethyl-3-[5-(4-p-tolyloxypiperidine-1-carbonyl)pyridin-2-yl]oxazolidin-2-one). The yield is 20.0%. As a reaction SMILES: Br[C:2]1[N:7]=[CH:6][C:5]([C:8]([N:10]2[CH2:15][CH2:14][CH:13]([O:16][C:17]3[CH:22]=[CH:21][C:20]([CH3:23])=[CH:19][CH:18]=3)[CH2:12][CH2:11]2)=[O:9])=[CH:4][CH:3]=1.[CH2:24]([C@@H:26]1[CH2:30][O:29][C:28](=[O:31])[NH:27]1)[CH3:25]>>[CH2:24]([C@@H:26]1[CH2:30][O:29][C:28](=[O:31])[N:27]1[C:2]1[CH:3]=[CH:4][C:5]([C:8]([N:10]2[CH2:15][CH2:14][CH:13]([O:16][C:17]3[CH:22]=[CH:21][C:20]([CH3:23])=[CH:19][CH:18]=3)[CH2:12][CH2:11]2)=[O:9])=[CH:6][N:7]=1)[CH3:25]. Reported procedure: By reaction and treatment in the same manner as in Example 40 and using (6-bromopyridin-3-yl)(4-p-tolyloxypiperidin-1-yl)methanone (1.2 g) described in Preparation Example 28 and (R)-4-ethyloxazolidin-2-one (525 mg) described in Preparation Example 26, the title compound (262 mg) was obtained. Starting materials: C(C)(C)(C)C1=CC(=C(C=N1)C=1N([C@]([C@](N1)(C)C1=CC=C(C=C1)Cl)(C)C1=CC=C(C=C1)Cl)C(=O)N1CCC(CC1)CC(=O)O)OCC ({1-[(4S,5R)-2-(6-tert-butyl-4-ethoxy-pyridin-3-yl)-4,5-bis-(4-chloro-phenyl)-4,5-dimethyl-4,5-dihydro-imidazole-1-carbonyl]-piperidin-4-yl}-acetic acid), CN1CCNCCC1 (1-methyl-[1,4]diazepane). Yields the product C(C)(C)(C)C1=CC(=C(C=N1)C=1N([C@]([C@](N1)(C)C1=CC=C(C=C1)Cl)(C)C1=CC=C(C=C1)Cl)C(=O)N1CCC(CC1)CC(=O)N1CCN(CCC1)C)OCC (2-{1-[(4S,5R)-2-(6-tert-Butyl-4-ethoxy-pyridin-3-yl)-4,5-bis-(4-chloro-phenyl)-4,5-dimethyl-4,5-dihydro-imidazole-1-carbonyl]-piperidin-4-yl}-1-(4-methyl-[1,4]diazepan-1-yl)-ethanone). Reaction SMILES: [C:1]([C:5]1[N:10]=[CH:9][C:8]([C:11]2[N:12]([C:32]([N:34]3[CH2:39][CH2:38][CH:37]([CH2:40][C:41]([OH:43])=O)[CH2:36][CH2:35]3)=[O:33])[C@@:13]([C:25]3[CH:30]=[CH:29][C:28]([Cl:31])=[CH:27][CH:26]=3)([CH3:24])[C@@:14]([C:17]3[CH:22]=[CH:21][C:20]([Cl:23])=[CH:19][CH:18]=3)([CH3:16])[N:15]=2)=[C:7]([O:44][CH2:45][CH3:46])[CH:6]=1)([CH3:4])([CH3:3])[CH3:2].[CH3:47][N:48]1[CH2:54][CH2:53][CH2:52][NH:51][CH2:50][CH2:49]1>>[C:1]([C:5]1[N:10]=[CH:9][C:8]([C:11]2[N:12]([C:32]([N:34]3[CH2:35][CH2:36][CH:37]([CH2:40][C:41]([N:51]4[CH2:52][CH2:53][CH2:54][N:48]([CH3:47])[CH2:49][CH2:50]4)=[O:43])[CH2:38][CH2:39]3)=[O:33])[C@@:13]([C:25]3[CH:30]=[CH:29][C:28]([Cl:31])=[CH:27][CH:26]=3)([CH3:24])[C@@:14]([C:17]3[CH:22]=[CH:21][C:20]([Cl:23])=[CH:19][CH:18]=3)([CH3:16])[N:15]=2)=[C:7]([O:44][CH2:45][CH3:46])[CH:6]=1)([CH3:2])([CH3:3])[CH3:4]. Procedure details: In a manner analogous to the method described in example 163, {1-[(4S,5R)-2-(6-tert-butyl-4-ethoxy-pyridin-3-yl)-4,5-bis-(4-chloro-phenyl)-4,5-dimethyl-4,5-dihydro-imidazole-1-carbonyl]-piperidin-4-yl}-acetic acid was coupled with 1-methyl-[1,4]diazepane (Aldrich) to give the title compound. HR-MS (ES, m/z) calculated for C42H55Cl2N6O3 [(M+H)+] 761.3707, observed 761.3707. The reactants are N1=C(C(=CC2=CC=CC=C12)O)O (2,3-quinolinediol), N(=O)[O-].[Na+] (NaNO2), [OH-].[Na+] (NaOH), OS(=O)(=O)O (H2SO4), ice. The product is N1C(C(C(C2=CC=CC=C12)=NO)=O)=O (1,2,3,4-Tetrahydroquinoline-2,3,4-trione-4-oxime). Yield: 62.6%. As a reaction SMILES: [N:1]1[C:10]2[C:5](=[CH:6][CH:7]=[CH:8][CH:9]=2)[CH:4]=[C:3]([OH:11])[C:2]=1[OH:12].[N:13]([O-])=[O:14].[Na+].[OH-].[Na+].OS(O)(=O)=O>>[NH:1]1[C:10]2[C:5](=[CH:6][CH:7]=[CH:8][CH:9]=2)[C:4](=[N:13][OH:14])[C:3](=[O:11])[C:2]1=[O:12] |f:1.2,3.4|. Procedure: To a solution of 50.1 mg (0.311 mmol) of 11a and 52.0 mg (0.753 mmol) of NaNO2 in 1.5 mL of aqueous 0.2N NaOH in an ice-bath was added dropwise 1 mL of aqueous 2N H2SO4. A red precipitate was observed. The mixture was stirred in the ice-bath for 2 h and at 25° C. for 4 h, filtered and washed with water, and dried to leave 37 mg (62%) of 14a as a red solid, mp 241°-242° C. 1H NMR (CDCl3 +DMSO-d6), 6.83 (m, 2), 7.069 (t, 1, J=7.2), 8.544 (d, 1, J=8.1), 11.228 (m, 1). MS, 190 (100, M+), 162 (50), 1... The reactants are COC(=O)C=C(C)c1ccc2scc(-c3cc(C(C)C)cc(C(C)C)c3O)c2c1, [Cs+], [F-], CI, CN(C)C=O, O. Yields the product COC(=O)C=C(C)c1ccc2scc(-c3cc(C(C)C)cc(C(C)C)c3OC)c2c1. Reaction SMILES: [CH3:1][O:2][C:3]([CH:4]=[C:5]([CH3:6])[c:7]1[cH:8][c:9]2[c:10]([s:11][cH:12][c:13]2-[c:14]2[c:15]([OH:26])[c:16]([CH:23]([CH3:24])[CH3:25])[cH:17][c:18]([CH:20]([CH3:21])[CH3:22])[cH:19]2)[cH:27][cH:28]1)=[O:29].[Cs+:33].[F-:32].[I:30][CH3:31].[O:35]=[CH:36][N:37]([CH3:38])[CH3:39].[OH2:34]>>[CH3:1][O:2][C:3]([CH:4]=[C:5]([CH3:6])[c:7]1[cH:8][c:9]2[c:10]([s:11][cH:12][c:13]2-[c:14]2[c:15]([O:26][CH3:31])[c:16]([CH:23]([CH3:24])[CH3:25])[cH:17][c:18]([CH:20]([CH3:21])[CH3:22])[cH:19]2)[cH:27][cH:28]1)=[O:29]. Reactants: C[C@@H]1N(CCC1)C1=CC(=CC=C1)[N+](=O)[O-] ((S)-2-methyl-1-(3-nitrophenyl)pyrrolidine). Reagents/catalysts: [Pd] (Pd/C). Run in CO (MeOH). Run at time 16 hour. The product is C[C@@H]1N(CCC1)C=1C=C(C=CC1)N ((S)-3-(2-methylpyrrolidin-1-yl)benzenamine). Yield: 106.2%. RXN SMILES: [CH3:1][C@H:2]1[CH2:6][CH2:5][CH2:4][N:3]1[C:7]1[CH:12]=[CH:11][CH:10]=[C:9]([N+:13]([O-])=O)[CH:8]=1>CO.[Pd]>[CH3:1][C@H:2]1[CH2:6][CH2:5][CH2:4][N:3]1[C:7]1[CH:8]=[C:9]([NH2:13])[CH:10]=[CH:11][CH:12]=1. Procedure details: A mixture of (S)-2-methyl-1-(3-nitrophenyl)pyrrolidine (1.1 g, 5.34 mmol) and Pd/C (0.2 g) in MeOH (50 mL) was purged with H2 then stirred for 16 hours under H2 atmosphere. Catalyst was removed by filtration and filtrate concentrated to give crude (S)-3-(2-methylpyrrolidin-1-yl)benzenamine (1 g, 100%), used into the next step without further purification. LC-MS: 177 [M+H]+, tR=1.09 min. Reactants: COC(=O)c1cc(O)c(Br)c(OC)c1, O=C([O-])[O-], CCI, [K+], [K+], CN(C)C=O, O. Product: CCOc1cc(C(=O)OC)cc(OC)c1Br. As a reaction SMILES: [Br:9][c:10]1[c:11]([OH:22])[cH:12][c:13]([C:14](=[O:15])[O:16][CH3:17])[cH:18][c:19]1[O:20][CH3:21].[C:23](=[O:24])([O-:25])[O-:26].[CH2:1]([CH3:2])[I:3].[K+:27].[K+:28].[O:4]=[CH:5][N:6]([CH3:7])[CH3:8].[OH2:29]>>[CH2:1]([CH3:2])[O:22][c:11]1[c:10]([Br:9])[c:19]([O:20][CH3:21])[cH:18][c:13]([C:14](=[O:15])[O:16][CH3:17])[cH:12]1.